From a dataset of the Open Reaction Database (ORD), a public repository of structured organic reaction records. describe an organic reaction: reactants, conditions, products, and yield Starting materials: OBO, Cc1oc(-c2ccc(Br)cc2)nc1CCN1CCCC1C, COc1ccccc1. The product is COc1ccccc1-c1ccc(-c2nc(CCN3CCCC3C)c(C)o2)cc1. As a reaction SMILES: [BH:1]([OH:2])[OH:3].[Br:12][c:13]1[cH:14][cH:15][c:16](-[c:19]2[o:20][c:21]([CH3:32])[c:22]([CH2:24][CH2:25][N:26]3[CH:27]([CH3:31])[CH2:28][CH2:29][CH2:30]3)[n:23]2)[cH:17][cH:18]1.[CH3:4][O:5][c:6]1[cH:7][cH:8][cH:9][cH:10][cH:11]1>>[CH3:4][O:5][c:6]1[c:7](-[c:13]2[cH:14][cH:15][c:16](-[c:19]3[o:20][c:21]([CH3:32])[c:22]([CH2:24][CH2:25][N:26]4[CH:27]([CH3:31])[CH2:28][CH2:29][CH2:30]4)[n:23]3)[cH:17][cH:18]2)[cH:8][cH:9][cH:10][cH:11]1. The reactants are FC1=C(CN2C=C(C=3C2=CN=C(C3)C(=O)O)COCCOC)C=CC(=C1)F (1-(2,4-difluorobenzyl)-3-[(2-methoxyethoxy)methyl]-1H-pyrrolo[2,3-c]pyridine-5-carboxylic acid), CN1CCOCC1 (NMM), Cl.CNO (N-Methylhydroxylamine hydrochloride). Solvent: CCOC(=O)C (EtOAc), CN(C)C=O (DMF). Conditions: temperature 4 celsius, time 2 hour. The product is FC1=C(CN2C=C(C=3C2=CN=C(C3)C(=O)N(C)O)COCCOC)C=CC(=C1)F (1-(2,4-difluorobenzyl)-N-hydroxy-3-[(2-methoxyethoxy)methyl]-N-methyl-1H-pyrrolo[2,3-c]pyridine-5-carboxamide). Yield: 66.0%. As a reaction SMILES: [F:1][C:2]1[CH:26]=[C:25]([F:27])[CH:24]=[CH:23][C:3]=1[CH2:4][N:5]1[C:9]2=[CH:10][N:11]=[C:12]([C:14]([OH:16])=O)[CH:13]=[C:8]2[C:7]([CH2:17][O:18][CH2:19][CH2:20][O:21][CH3:22])=[CH:6]1.CN1CCOCC1.Cl.[CH3:36][NH:37][OH:38]>CN(C=O)C.CCOC(C)=O>[F:1][C:2]1[CH:26]=[C:25]([F:27])[CH:24]=[CH:23][C:3]=1[CH2:4][N:5]1[C:9]2=[CH:10][N:11]=[C:12]([C:14]([N:37]([OH:38])[CH3:36])=[O:16])[CH:13]=[C:8]2[C:7]([CH2:17][O:18][CH2:19][CH2:20][O:21][CH3:22])=[CH:6]1 |f:2.3|. Procedure details: To a solution of 1-(2,4-difluorobenzyl)-3-[(2-methoxyethoxy)methyl]-1H-pyrrolo[2,3-c]pyridine-5-carboxylic acid 782 mg 2.078 mmol) in anhydrous DMF (10 ml) was added CDMT (438 mg 2.439 mmol 1.2 eq.) and NMM (N-methyl morpholine) (0.28 ml 2.493 mmol 1.2 eq.). The mixture, under nitrogen, was stirred for 2.0 hours, during which it slowly darkened to a deep orange. N-Methylhydroxylamine hydrochloride (868 mg 10.389 mmol 5.0 eq) was added and stirring continued for 10 hours. The reaction was judged ... Starting materials: ClN1C(CCC1=O)=O (N-chlorosuccinimide), C(C)(C)(C)C1=C(OC2=NC=CC=C2N)C=CC=C1 (2-(2-tert-Butyl-phenoxy)-pyridin-3-ylamine). The solvent is CN(C)C=O (DMF), CN(C)C=O (DMF). Run at temperature 40 celsius. Yields the product C(C)(C)(C)C1=C(OC2=NC(=CC=C2N)Cl)C=CC=C1 (2-(2-tert-Butyl-phenoxy)-6-chloro-pyridin-3-ylamine). The yield is 67.4%. RXN SMILES: [Cl:1]N1C(=O)CCC1=O.[C:9]([C:13]1[CH:26]=[CH:25][CH:24]=[CH:23][C:14]=1[O:15][C:16]1[C:21]([NH2:22])=[CH:20][CH:19]=[CH:18][N:17]=1)([CH3:12])([CH3:11])[CH3:10]>CN(C=O)C>[C:9]([C:13]1[CH:26]=[CH:25][CH:24]=[CH:23][C:14]=1[O:15][C:16]1[C:21]([NH2:22])=[CH:20][CH:19]=[C:18]([Cl:1])[N:17]=1)([CH3:12])([CH3:10])[CH3:11]. Procedure: A solution of N-chlorosuccinimide (556 mg, 4.2 mmol) in DMF (10 ml) was added to a solution of 1b (960 mg, 4.0 mmol) in DMF (15 ml) at rt. The reaction was heated at 40° C. for 30 min. The reaction mixture was cooled to rt and the reaction was quenched with saturated aqueous sodium thiosulfate (Na2S2O3) solution (100 mL). The mixture was extracted with ethyl acetate (3×20 ml) and the organic layers were washed with aqueous sodium thiosulfate solution, brine and were dried over sodium sulfate. Th... The reactants are C(C)(C)(C)OC(=O)N1CCN(CC1)C1=NC=NC(=C1N)Cl (4-(5-amino-6-chloropyrimidin-4-yl)-piperazine-1-carboxylic acid tert-butyl ester), [Si](C)(C)(C)C#C (TMS-acetylene). The reagents and catalysts are Cl[Pd]([P](C1=CC=CC=C1)(C2=CC=CC=C2)C3=CC=CC=C3)([P](C4=CC=CC=C4)(C5=CC=CC=C5)C6=CC=CC=C6)Cl (PdCl2(PPh3)2), [Cu]I (CuI). The solvent is TEA, C1CCOC1 (THF). Reaction conditions: temperature 80 celsius. The product is C(C)(C)(C)OC(=O)N1CCN(CC1)C1=NC=NC(=C1N)C#C[Si](C)(C)C (4-(5-Amino-6-trimethylsilanylethynyl-pyrimidin-4-yl)-piperazine-1-carboxylic acid tert-butyl ester). The yield is 25.0%. RXN SMILES: [C:1]([O:5][C:6]([N:8]1[CH2:13][CH2:12][N:11]([C:14]2[C:19]([NH2:20])=[C:18](Cl)[N:17]=[CH:16][N:15]=2)[CH2:10][CH2:9]1)=[O:7])([CH3:4])([CH3:3])[CH3:2].[Si:22]([C:26]#[CH:27])([CH3:25])([CH3:24])[CH3:23]>C1COCC1.Cl[Pd](Cl)([P](C1C=CC=CC=1)(C1C=CC=CC=1)C1C=CC=CC=1)[P](C1C=CC=CC=1)(C1C=CC=CC=1)C1C=CC=CC=1.[Cu]I>[C:1]([O:5][C:6]([N:8]1[CH2:13][CH2:12][N:11]([C:14]2[C:19]([NH2:20])=[C:18]([C:27]#[C:26][Si:22]([CH3:25])([CH3:24])[CH3:23])[N:17]=[CH:16][N:15]=2)[CH2:10][CH2:9]1)=[O:7])([CH3:4])([CH3:3])[CH3:2] |^1:35,54|. Procedure details: To a solution of 4-(5-amino-6-chloropyrimidin-4-yl)-piperazine-1-carboxylic acid tert-butyl ester (1 g, 3.19 mmol) and TMS-acetylene (1.5 g, 15 mmol) in TEA (10 mL) and THF (30 mL) were added PdCl2(PPh3)2 (0.33 g, 0.47 mmol) and CuI (0.1 g, 0.53 mmol) under N2. The mixture was heated to 80° C. for 20 hours. The solvent was removed and the residue was subject to chromatography on silica gel to afford the product 4-(5-Amino-6-trimethylsilanylethynyl-pyrimidin-4-yl)-piperazine-1-carboxylic acid ter... Run in C(Cl)Cl (DCM). Reaction SMILES: [Cl:1][C:2]1[CH:7]=[CH:6][N:5]=[C:4]([CH2:8]O)[N:3]=1.CCN(S(F)(F)[F:16])CC.C([O-])(O)=O.[Na+]>C(Cl)Cl>[Cl:1][C:2]1[CH:7]=[CH:6][N:5]=[C:4]([CH2:8][F:16])[N:3]=1 |f:2.3|. Run at temperature 0 celsius, time 90 minute. The product is ClC1=NC(=NC=C1)CF (4-Chloro-2-(fluoromethyl)pyrimidine). Reported procedure: (4-Chloropyrimidin-2-yl)methanol (Example 548, Step 1) (121 mg, 0.84 mmol) was taken up in DCM (2.5 mL) and cooled to 0° C. DAST (0.122 mL, 0.92 mmol) was added and the resulting mixture stirred at 0° C. for 15 minutes and room temperature for 90 minutes. Saturated NaHCO3 was added and the products extracted into EtOAc (2×). The combined organic extracts were washed with brine, dried over MgSO4, filtered, and concentrated in vacuo. Purification of the residue by silica gel chromatography (2-40% ... Starting materials: ClC1=NC(=NC=C1)CO ((4-Chloropyrimidin-2-yl)methanol), CCN(CC)S(F)(F)F (DAST), C(=O)(O)[O-].[Na+] (NaHCO3). The reactants are Cl.O1CCOCC1 (hydrochloride dioxane), CN(C1=CC=C(C=C1)CCN1[C@H](CCC1)CN1C2=C(OCC3=C1C=CC=C3)C=CC=C2)C ((R)-5,11-dihydro-5-[1-[2-(4-dimethylaminophenyl)ethyl]-2-pyrrolidinylmethyl]dibenzo[b,e][1,4]oxazepine). Run at time 5 minute. RXN SMILES: [ClH:1].O1CCOCC1.[CH3:8][N:9]([CH3:39])[C:10]1[CH:15]=[CH:14][C:13]([CH2:16][CH2:17][N:18]2[CH2:22][CH2:21][CH2:20][C@@H:19]2[CH2:23][N:24]2[C:30]3[CH:31]=[CH:32][CH:33]=[CH:34][C:29]=3[CH2:28][O:27][C:26]3[CH:35]=[CH:36][CH:37]=[CH:38][C:25]2=3)=[CH:12][CH:11]=1>ClCCl>[ClH:1].[ClH:1].[CH3:39][N:9]([CH3:8])[C:10]1[CH:11]=[CH:12][C:13]([CH2:16][CH2:17][N:18]2[CH2:22][CH2:21][CH2:20][C@@H:19]2[CH2:23][N:24]2[C:30]3[CH:31]=[CH:32][CH:33]=[CH:34][C:29]=3[CH2:28][O:27][C:26]3[CH:35]=[CH:36][CH:37]=[CH:38][C:25]2=3)=[CH:14][CH:15]=1 |f:0.1,4.5.6|. The yield is 73.0%. Procedure details: 0.6 ml of 4 M hydrochloride/dioxane was added to a solution of 238 mg of (R)-5,11-dihydro-5-[1-[2-(4-dimethylaminophenyl)ethyl]-2-pyrrolidinylmethyl]dibenzo[b,e][1,4]oxazepine in dichloromethane (10 ml), and the solution was stirred for 5 minutes. The solvent was evaporated under reduced pressure, and the residue was recrystallized from a mixed solvent of ethanol, dimethoxyethane and ether to obtain the title compound in the form of a white solid (204 mg, 73%). Run in ClCCl (dichloromethane). The product is Cl.Cl.CN(C1=CC=C(C=C1)CCN1[C@H](CCC1)CN1C2=C(OCC3=C1C=CC=C3)C=CC=C2)C ((R)-5,11-Dihydro-5-[1-[2-(4-dimethylaminophenyl)ethyl]-2-pyrrolidinylmethyl]dibenzo[b,e][1,4]oxazepine Dihydrochloride), solid. Reaction conditions: time 8 hour. The product is FC1=CC=C(C=C1)C1=NOC(=C1C=1N=CN(C1)C1=CC=C(C(=O)N)C=C1)C(F)(F)F (4-{4-[3-(4-Fluoro-phenyl)-5-trifluoromethyl-isoxazol-4-yl]-imidazol-1-yl}-benzamide). Reported procedure: To a solution of 4-{4-[3-(4-Fluoro-phenyl)-5-trifluoromethyl-isoxazol-4-yl]-imidazol-1-yl}-benzoic acid (90 mg, 0.22 mmol) in THF (4 mL), was added 1-ethyl-3-(3-dimethylaminopropyl)-carbodiimide HCl (50.7 mg, 0.26 mmol) and N-hydroxybenzotriazole (40.5 mg, 0.0.6 mmol), followed by adding ammonium chloride (40.6 mg, 0.76 mmol) and N,N-diisopropylethylamine (199.2 μL, 1.1 mmol) and the reaction mixture was stirred at room temperature overnight. Then 1-ethyl-3-(3-dimethylaminopropyl)-carbodiimide H... Isolated yield 41.5%. Solvent: C1CCOC1 (THF). Starting materials: [Cl-].[NH4+] (ammonium chloride), C(C)(C)N(C(C)C)CC (N,N-diisopropylethylamine), ON1N=NC2=C1C=CC=C2 (N-hydroxybenzotriazole), [Cl-].[NH4+] (ammonium chloride), C(C)(C)N(C(C)C)CC (N,N-diisopropylethylamine), FC1=CC=C(C=C1)C1=NOC(=C1C=1N=CN(C1)C1=CC=C(C(=O)O)C=C1)C(F)(F)F (4-{4-[3-(4-Fluoro-phenyl)-5-trifluoromethyl-isoxazol-4-yl]-imidazol-1-yl}-benzoic acid), Cl.C(C)N=C=NCCCN(C)C (1-ethyl-3-(3-dimethylaminopropyl)-carbodiimide HCl), ON1N=NC2=C1C=CC=C2 (N-hydroxybenzotriazole), Cl.C(C)N=C=NCCCN(C)C (1-ethyl-3-(3-dimethylaminopropyl)-carbodiimide HCl). Reaction SMILES: [F:1][C:2]1[CH:7]=[CH:6][C:5]([C:8]2[C:12]([C:13]3[N:14]=[CH:15][N:16]([C:18]4[CH:26]=[CH:25][C:21]([C:22](O)=[O:23])=[CH:20][CH:19]=4)[CH:17]=3)=[C:11]([C:27]([F:30])([F:29])[F:28])[O:10][N:9]=2)=[CH:4][CH:3]=1.Cl.C([N:34]=C=NCCCN(C)C)C.ON1C2C=CC=CC=2N=N1.[Cl-].[NH4+].C(N(CC)C(C)C)(C)C>C1COCC1>[F:1][C:2]1[CH:3]=[CH:4][C:5]([C:8]2[C:12]([C:13]3[N:14]=[CH:15][N:16]([C:18]4[CH:26]=[CH:25][C:21]([C:22]([NH2:34])=[O:23])=[CH:20][CH:19]=4)[CH:17]=3)=[C:11]([C:27]([F:28])([F:29])[F:30])[O:10][N:9]=2)=[CH:6][CH:7]=1 |f:1.2,4.5|. Reactants: BrCc1ccccn1, Br, O=C([O-])[O-], CCC1CNCC1c1nc2c(cnn2C2CCOCC2)c(=O)[nH]1, CC#N, Cl, [K+], [K+]. Yields the product CCC1CN(Cc2ccccn2)CC1c1nc2c(cnn2C2CCOCC2)c(=O)[nH]1. RXN SMILES: [Br:32][CH2:33][c:34]1[n:35][cH:36][cH:37][cH:38][cH:39]1.[BrH:31].[C:25](=[O:26])([O-:27])[O-:28].[CH2:2]([CH3:3])[CH:4]1[CH:5]([c:9]2[nH:10][c:11](=[O:24])[c:12]3[c:13]([n:14]2)[n:15]([CH:18]2[CH2:19][CH2:20][O:21][CH2:22][CH2:23]2)[n:16][cH:17]3)[CH2:6][NH:7][CH2:8]1.[CH3:40][C:41]#[N:42].[ClH:1].[K+:29].[K+:30]>>[CH2:2]([CH3:3])[CH:4]1[CH:5]([c:9]2[nH:10][c:11](=[O:24])[c:12]3[c:13]([n:14]2)[n:15]([CH:18]2[CH2:19][CH2:20][O:21][CH2:22][CH2:23]2)[n:16][cH:17]3)[CH2:6][N:7]([CH2:33][c:34]2[n:35][cH:36][cH:37][cH:38][cH:39]2)[CH2:8]1.